From a dataset of the Open Reaction Database (ORD), a public repository of structured organic reaction records. describe an organic reaction: reactants, conditions, products, and yield Reactants: BrC(Br)(Br)Br, CCOCC, OCc1cc(C(F)(F)C(F)(F)F)on1, c1ccc(P(c2ccccc2)c2ccccc2)cc1. As a reaction SMILES: [C:34]([Br:35])([Br:36])([Br:37])[Br:38].[CH3:39][CH2:40][O:41][CH2:42][CH3:43].[F:1][C:2]([C:3]([F:4])([F:5])[F:6])([c:7]1[cH:8][c:9]([CH2:12][OH:13])[n:10][o:11]1)[F:14].[c:15]1([P:16]([c:17]2[cH:18][cH:19][cH:20][cH:21][cH:22]2)[c:23]2[cH:24][cH:25][cH:26][cH:27][cH:28]2)[cH:29][cH:30][cH:31][cH:32][cH:33]1>>[F:1][C:2]([C:3]([F:4])([F:5])[F:6])([c:7]1[cH:8][c:9]([CH2:12][Br:35])[n:10][o:11]1)[F:14]. The product is FC(F)(F)C(F)(F)c1cc(CBr)no1. Yields the product COc1cccc(C(C)C)c1. Starting materials: CC(C)=O, CC(C)c1cccc(O)c1, CI. As a reaction SMILES: [CH3:13][C:14](=[O:15])[CH3:16].[CH:1]([CH3:2])([CH3:3])[c:4]1[cH:5][c:6]([OH:10])[cH:7][cH:8][cH:9]1.[I:11][CH3:12]>>[CH:1]([CH3:2])([CH3:3])[c:4]1[cH:5][c:6]([O:10][CH3:12])[cH:7][cH:8][cH:9]1. Reactants: B(Br)(Br)Br (boron tribromide), ClC1=C(C(=O)OC)C=CC(=C1)C(=O)NCC1=CC(=CC(=C1)OC)OC (2-chloro-4-[[(3,5-dimethoxybenzyl)amino]carbonyl]benzoic acid, methyl ester), O (water). Run in ClCCl (dichloromethane). Conditions: time 8 hour. The product is ClC1=C(C(=O)OC)C=CC(=C1)C(=O)NCC1=CC(=CC(=C1)O)O (2-chloro-4-[[[(3,5-dihydroxyphenyl)methyl]amino]carbonyl]benzoic acid, methyl ester). The yield is 85.1%. As a reaction SMILES: [Cl:1][C:2]1[CH:11]=[C:10]([C:12]([NH:14][CH2:15][C:16]2[CH:21]=[C:20]([O:22]C)[CH:19]=[C:18]([O:24]C)[CH:17]=2)=[O:13])[CH:9]=[CH:8][C:3]=1[C:4]([O:6][CH3:7])=[O:5].B(Br)(Br)Br.O>ClCCl>[Cl:1][C:2]1[CH:11]=[C:10]([C:12]([NH:14][CH2:15][C:16]2[CH:17]=[C:18]([OH:24])[CH:19]=[C:20]([OH:22])[CH:21]=2)=[O:13])[CH:9]=[CH:8][C:3]=1[C:4]([O:6][CH3:7])=[O:5]. Reported procedure: A solution of 2-chloro-4-[[(3,5-dimethoxybenzyl)amino]carbonyl]benzoic acid, methyl ester (0.50 g, 1.4 mmol) in dry dichloromethane (20 mL) was cooled to −78° C. A solution of boron tribromide (1 M in dichloromethane; 10 mL, 10 mmol) was added and the solution was allowed to warm to room temperature and stir overnight. The reaction mixture was poured into water (200 mL) and extracted with ethyl acetate (2×100 mL). The combined organic layers were washed with brine (200 mL), dried (MgSO4), filter... The reactants are ClCCCBr, O=C([O-])[O-], CN(C)C=O, [K+], [K+], Oc1ccc(Oc2ccccc2)cc1. Yields the product ClCCCOc1ccc(Oc2ccccc2)cc1. Reaction SMILES: [Br:21][CH2:22][CH2:23][CH2:24][Cl:25].[C:15](=[O:16])([O-:17])[O-:18].[CH3:26][N:27]([CH3:28])[CH:29]=[O:30].[K+:19].[K+:20].[OH:1][c:2]1[cH:3][cH:4][c:5]([O:6][c:7]2[cH:8][cH:9][cH:10][cH:11][cH:12]2)[cH:13][cH:14]1>>[O:1]([c:2]1[cH:3][cH:4][c:5]([O:6][c:7]2[cH:8][cH:9][cH:10][cH:11][cH:12]2)[cH:13][cH:14]1)[CH2:22][CH2:23][CH2:24][Cl:25]. Reactants: [N+](=O)([O-])C=1C=CC2=C(N(C=N2)OCC(=O)O)C1 ((6-Nitro-benzoimidazol-1-yloxy)-acetic acid), C(C)OC(C)=O (acetic acid ethyl ester), C1CCOC1 (THF), Cl (HCl). Run in O (water). Reaction conditions: time 30 minute. The product is Cl.[N+](=O)([O-])C=1C=CC2=C(N(C=N2)O)C1 (6-Nitro-benzoimidazol-1-ol hydrochloride). As a reaction SMILES: [N+:1]([C:4]1[CH:5]=[CH:6][C:7]2[N:11]=[CH:10][N:9]([O:12]CC(O)=O)[C:8]=2[CH:17]=1)([O-:3])=[O:2].C(OC(=O)C)C.C1COCC1.[ClH:29]>O>[ClH:29].[N+:1]([C:4]1[CH:5]=[CH:6][C:7]2[N:11]=[CH:10][N:9]([OH:12])[C:8]=2[CH:17]=1)([O-:3])=[O:2] |f:5.6|. Procedure details: (6-Nitro-benzoimidazol-1-yloxy)-acetic acid (6) A mixture of 6-nitro-benzoimidazol-1-yloxy)-acetic acid ethyl ester (5) (250 mg, 0.94 mmol), THF (5 mL), water (1 mL) and concentrated HCl (1 mL) was heated to reflux for 2 hours. The reaction mixture was evaporated and the crude residue was purified by HPLC (21.2×250 mm Phenomenex Luna C18(2) column; flow rate=20 mL/min; linear gradient 0-100% B over 30 minutes; A Buffer=water with 0.1% TFA, B Buffer=acetonitrile with 0.1% TFA). HPLC solvents remo... Reactants: [H-].[Na+] (sodium hydride), BrC1=CC=C(C(=O)C(CC(=O)N2[C@H](C(=O)O)CCC2)Br)C=C1 (1-[3-(4-Bromobenzoyl)-3-bromopropionyl]-L-proline), C(C)(=O)OCC.CCCCCC.C(C)(=O)O (ethyl acetate hexane acetic acid), C(C1=CC=CC=C1)(=S)O (thiobenzoic acid), C(C)O (ethanol). Reaction conditions: time 30 minute. Yields the product BrC1=CC=C(C(=O)C(CC(=S)N2[C@H](C(=O)O)CCC2)C(C2=CC=CC=C2)=O)C=C1 (1-[3-(4-Bromobenzoyl)-3-benzoylthiopropionyl]-L-proline). RXN SMILES: [H-].[Na+].C(O)(=[S:10])C1C=CC=CC=1.[CH2:12]([OH:14])[CH3:13].[Br:15][C:16]1[CH:36]=[CH:35][C:19]([C:20]([CH:22](Br)[CH2:23][C:24]([N:26]2[CH2:33][CH2:32][CH2:31][C@H:27]2[C:28]([OH:30])=[O:29])=O)=[O:21])=[CH:18][CH:17]=1.C(OCC)(=O)C.[CH3:43][CH2:44][CH2:45][CH2:46][CH2:47]C.C(O)(=O)C>>[Br:15][C:16]1[CH:36]=[CH:35][C:19]([C:20]([CH:22]([C:12](=[O:14])[C:13]2[CH:47]=[CH:46][CH:45]=[CH:44][CH:43]=2)[CH2:23][C:24]([N:26]2[CH2:33][CH2:32][CH2:31][C@H:27]2[C:28]([OH:30])=[O:29])=[S:10])=[O:21])=[CH:18][CH:17]=1 |f:0.1,5.6.7|. Procedure details: To 440 mg. of sodium hydride in oil dispersion is added a solution of 1.60 g. of thiobenzoic acid in 25 ml. of ethanol. The mixture is stirred for 30 minutes and then 4.33 g. of 1-[3-(4-bromobenzoyl)-3-bromopropionyl]-L-proline (Example 37) is added and the mixture is stirred at room temperature for 18 hours, the solvent is removed in vacuo and the residue is partitioned between dichloromethane and water. The organic layer is washed with water, then sodium chloride solution, dried over magnesium...